This data is from the Open Reaction Database (ORD), a public repository of structured organic reaction records. The task is: describe an organic reaction: reactants, conditions, products, and yield Starting materials: C1=CC=C(C=C1)P(C2=CC=CC=C2)C3=CC=CC=C3 (Ph3P), C(=O)(OC(C)(C)C)N1C[C@H]([C@@H](C1)O)NS(=O)(=O)C1=CC=C(C=C1)OC1=CC=CC=C1 ((±)-N-Boc-trans-3-(4-phenoxybenzenesulfonamido)-4-hydroxypyrrolidine), N(=NC(=O)OCC)C(=O)OCC (diethyl azodicarboxylate). The solvent is C1CCOC1 (THF). Reaction conditions: time 8 hour. The product is O(C1=CC=CC=C1)C1=CC=C(C=C1)S(=O)(=O)N1CC1 (N-(4-phenoxybenzenesulfonyl)aziridine). Yield: 147.0%. Reaction SMILES: C1C=CC(P(C2C=CC=CC=2)C2C=CC=CC=2)=CC=1.C(N1C[C@@H:30](O)[C@H:29]([NH:33][S:34]([C:37]2[CH:42]=[CH:41][C:40]([O:43][C:44]3[CH:49]=[CH:48][CH:47]=[CH:46][CH:45]=3)=[CH:39][CH:38]=2)(=[O:36])=[O:35])C1)(OC(C)(C)C)=O.N(C(OCC)=O)=NC(OCC)=O>C1COCC1>[O:43]([C:40]1[CH:41]=[CH:42][C:37]([S:34]([N:33]2[CH2:30][CH2:29]2)(=[O:36])=[O:35])=[CH:38][CH:39]=1)[C:44]1[CH:49]=[CH:48][CH:47]=[CH:46][CH:45]=1. Reported procedure: To a stirred solution of Ph3P (0.88 g, 3.35 mmol) and (±)-N-Boc-trans-3-(4-phenoxybenzenesulfonamido)-4-hydroxypyrrolidine (1.316 g, 3.04 mmol) in THF (20 mL) at 0° C. was added diethyl azodicarboxylate (DEAD) (0.58 mL, 3.33 mmol) dropwise. The reaction mixture was stirred at room temperature overnight, then it was evaporated under reduced pressure. The residue was purified by flash chromatography (30% ethyl acetate in hexane) to give the N-(4-phenoxybenzenesulfonyl)aziridine as a solid (1.23 g,...